describe an organic reaction: reactants, conditions, products, and yield From a dataset of the Open Reaction Database (ORD), a public repository of structured organic reaction records. The reactants are C[C@]12CC[C@@H]3C=4C=CC(=CC4CC=C3[C@@H]1CCC2=O)O (equilin), CC(C)([O-])C.[K+] (potassium t-butoxide), ice water. The reagents and catalysts are [Br-].C[P+](C1=CC=CC=C1)(C1=CC=CC=C1)C1=CC=CC=C1 (Methyltriphenylphosphonium bromide). The solvent is CS(=O)C (DMSO), CS(=O)C (DMSO). Conditions: time 1 hour. Product: C=C1[C@]2(C)[C@@H](CC1)C1=CCC=3C=C(C=CC3[C@H]1CC2)O (17-Methylenestra-1,3,5(10),7-tetraen-3-ol). Reaction SMILES: [CH3:1]C(C)([O-])C.[K+].[CH3:7][C@@:8]12[C:24](=O)[CH2:23][CH2:22][C@H:21]1[C:20]1[C@@H:11]([C:12]3[CH:13]=[CH:14][C:15]([OH:26])=[CH:16][C:17]=3[CH2:18][CH:19]=1)[CH2:10][CH2:9]2>[Br-].C[P+](C1C=CC=CC=1)(C1C=CC=CC=1)C1C=CC=CC=1.CS(C)=O>[CH2:1]=[C:24]1[CH2:23][CH2:22][C@H:21]2[C:20]3[C@H:11]([CH2:10][CH2:9][C@:8]12[CH3:7])[C:12]1[CH:13]=[CH:14][C:15]([OH:26])=[CH:16][C:17]=1[CH2:18][CH:19]=3 |f:0.1,3.4|. Procedure details: Methyltriphenylphosphonium bromide (1.9967 g, 5.5892 mmol) and potassium t-butoxide (627.2 mg, 5.589 mmol) suspended in 6.1 mL of anh. DMSO under argon were 1 h in an oil bath (71-83° C., after which equilin (300.0 mg, 1.118 mmol) in 6.1 mL of anh. DMSO was added via syringe. See FIG. 18. After stirring a further 70 min., the reaction mixture was poured into 40 mL of ice water and extracted three times with 25 mL portions of ether. The combined organic extracts were washed with 25 mL of brine, d... Starting materials: S(=O)(=O)(Cl)Cl (sulfuryl chloride), C1(=CC=CC=C1)SCCCCOC=1C=C2CCC(NC2=CC1)=O (6-(4-phenylmercapto-butoxy)-3,4-dihydro-carbostyril), C(C)O (ethanol). Solvent: C(Cl)Cl (methylene chloride), C(Cl)Cl (methylene chloride). Conditions: temperature -70 celsius, time 15 hour. The product is C1(=CC=CC=C1)S(=O)CCCCOC=1C=C2CCC(NC2=CC1)=O (6-(4-Phenylsulfinyl-butoxy)-3,4-dihydro-carbostyril). As a reaction SMILES: [C:1]1([S:7][CH2:8][CH2:9][CH2:10][CH2:11][O:12][C:13]2[CH:14]=[C:15]3[C:20](=[CH:21][CH:22]=2)[NH:19][C:18](=[O:23])[CH2:17][CH2:16]3)[CH:6]=[CH:5][CH:4]=[CH:3][CH:2]=1.S(Cl)(Cl)(=O)=[O:25].C(O)C>C(Cl)Cl>[C:1]1([S:7]([CH2:8][CH2:9][CH2:10][CH2:11][O:12][C:13]2[CH:14]=[C:15]3[C:20](=[CH:21][CH:22]=2)[NH:19][C:18](=[O:23])[CH2:17][CH2:16]3)=[O:25])[CH:6]=[CH:5][CH:4]=[CH:3][CH:2]=1. Reported procedure: 3.3 gm of 6-(4-phenylmercapto-butoxy)-3,4-dihydro-carbostyril were dissolved in 50 ml of methylene chloride, the solution cooled to -70° C., and a solution of 1.5 gm of sulfuryl chloride in 5 ml of methylene chloride was added dropwise. After 15 hours, 20 ml of 95% ethanol were added, and the mixture was heated to room temperature by removing the cooling bath, neutralized with an aqueous sodium carbonate solution. The methylene chloride phase was dried with sodium sulfate, and the solvent was ev... Starting materials: FC1=C(C=CC=C1C(F)(F)F)B1OC(C(O1)(C)C)(C)C (2-(2-fluoro-3-trifluoromethyl-phenyl)-4,4,5,5-tetramethyl-[1,3,2]dioxaborolane), ClC=1C=C(N=NC1)CN1C(=NC=C1)C (5-chloro-3-(2-methyl-imidazol-1-yl-methyl)-pyridazine). Product: Cl.FC1=C(C=CC=C1C(F)(F)F)C=1C=C(N=NC1)CN1C(=NC=C1)C (5-(2-Fluoro-3-trifluoromethyl-phenyl)-3-(2-methyl-imidazol-1-yl-methyl)-pyridazine hydrochloride). Reaction SMILES: [F:1][C:2]1[C:7]([C:8]([F:11])([F:10])[F:9])=[CH:6][CH:5]=[CH:4][C:3]=1B1OC(C)(C)C(C)(C)O1.[Cl:21][C:22]1[CH:23]=[C:24]([CH2:28][N:29]2[CH:33]=[CH:32][N:31]=[C:30]2[CH3:34])[N:25]=[N:26][CH:27]=1>>[ClH:21].[F:1][C:2]1[C:7]([C:8]([F:9])([F:10])[F:11])=[CH:6][CH:5]=[CH:4][C:3]=1[C:22]1[CH:23]=[C:24]([CH2:28][N:29]2[CH:33]=[CH:32][N:31]=[C:30]2[CH3:34])[N:25]=[N:26][CH:27]=1 |f:2.3|. Procedure details: The title compound, MS: m/e=337.4 (M+H+), was prepared from 2-(2-fluoro-3-trifluoromethyl-phenyl)-4,4,5,5-tetramethyl-[1,3,2]dioxaborolane and 5-chloro-3-(2-methyl-imidazol-1-yl-methyl)-pyridazine. RXN SMILES: [CH3:35][CH:36]([NH:37][CH:38]([CH3:39])[CH3:40])[CH3:41].[CH3:42][OH:43].[Cl:1][CH2:2][CH2:3][c:4]1[c:5]([CH3:17])[n:6][c:7]2[n:8]([c:9]1=[O:10])[CH2:11][CH:12]([O:15][CH3:16])[CH2:13][CH2:14]2.[ClH:18].[F:19][c:20]1[cH:21][c:22]2[c:23]([c:24]([CH:27]3[CH2:28][CH2:29][NH:30][CH2:31][CH2:32]3)[n:25][o:26]2)[cH:33][cH:34]1>>[CH2:2]([CH2:3][c:4]1[c:5]([CH3:17])[n:6][c:7]2[n:8]([c:9]1=[O:10])[CH2:11][CH:12]([O:15][CH3:16])[CH2:13][CH2:14]2)[N:30]1[CH2:29][CH2:28][CH:27]([c:24]2[c:23]3[c:22]([cH:21][c:20]([F:19])[cH:34][cH:33]3)[o:26][n:25]2)[CH2:32][CH2:31]1. The reactants are CC(C)NC(C)C, CO, COC1CCc2nc(C)c(CCCl)c(=O)n2C1, Cl, Fc1ccc2c(C3CCNCC3)noc2c1. Yields the product COC1CCc2nc(C)c(CCN3CCC(c4noc5cc(F)ccc45)CC3)c(=O)n2C1. Reaction SMILES: [C:17](=[O:18])([O-:19])[OH:20].[CH3:22][C:23](=[O:24])[CH3:25].[ClH:16].[Na+:21].[O:1]1[CH:2]([c:6]2[s:7][c:8]([CH:11]([CH2:12][O:13][CH3:14])[OH:15])[cH:9][n:10]2)[O:5][CH2:4][CH2:3]1>>[O:1]=[CH:2][c:6]1[s:7][c:8]([CH:11]([CH2:12][O:13][CH3:14])[OH:15])[cH:9][n:10]1. The product is COCC(O)c1cnc(C=O)s1. The reactants are O=C([O-])O, CC(C)=O, Cl, [Na+], COCC(O)c1cnc(C2OCCO2)s1. Reactants: CCCCCCCCCCCCCCCCCC(=O)OCC(CCOC(=O)Cl)COC(=O)C(NC(=O)OCc1ccccc1)C(C)C, ClCCl, Nc1nc2c(ncn2C2CC(F)C(CO)O2)c(=O)[nH]1, CN(C)C=O, c1ccncc1. Product: CCCCCCCCCCCCCCCCCC(=O)OCC(CCOC(=O)OCC1OC(n2cnc3c(=O)[nH]c(N)nc32)CC1F)COC(=O)C(NC(=O)OCc1ccccc1)C(C)C. Reaction SMILES: [C:26](=[O:27])([O:28][CH2:29][c:30]1[cH:31][cH:32][cH:33][cH:34][cH:35]1)[NH:36][CH:37]([CH:38]([CH3:39])[CH3:40])[C:41](=[O:42])[O:43][CH2:44][CH:45]([CH2:46][CH2:47][O:48][C:49](=[O:50])[Cl:51])[CH2:52][O:53][C:54]([CH2:55][CH2:56][CH2:57][CH2:58][CH2:59][CH2:60][CH2:61][CH2:62][CH2:63][CH2:64][CH2:65][CH2:66][CH2:67][CH2:68][CH2:69][CH2:70][CH3:71])=[O:72].[Cl:78][CH2:79][Cl:80].[F:1][CH:2]1[CH2:3][CH:4]([n:9]2[cH:10][n:11][c:12]3[c:13](=[O:14])[nH:15][c:16]([NH2:17])[n:18][c:19]23)[O:5][CH:6]1[CH2:7][OH:8].[O:73]=[CH:74][N:75]([CH3:76])[CH3:77].[cH:20]1[cH:21][cH:22][n:23][cH:24][cH:25]1>>[F:1][CH:2]1[CH2:3][CH:4]([n:9]2[cH:10][n:11][c:12]3[c:13](=[O:14])[nH:15][c:16]([NH2:17])[n:18][c:19]23)[O:5][CH:6]1[CH2:7][O:8][C:49]([O:48][CH2:47][CH2:46][CH:45]([CH2:44][O:43][C:41]([CH:37]([NH:36][C:26](=[O:27])[O:28][CH2:29][c:30]1[cH:31][cH:32][cH:33][cH:34][cH:35]1)[CH:38]([CH3:39])[CH3:40])=[O:42])[CH2:52][O:53][C:54]([CH2:55][CH2:56][CH2:57][CH2:58][CH2:59][CH2:60][CH2:61][CH2:62][CH2:63][CH2:64][CH2:65][CH2:66][CH2:67][CH2:68][CH2:69][CH2:70][CH3:71])=[O:72])=[O:50].